This data is from the Open Reaction Database (ORD), a public repository of structured organic reaction records. The task is: describe an organic reaction: reactants, conditions, products, and yield Reactants: FC1=C(C=C(C=N1)C12CCCN2CCC1)C (7a-(6-Fluoro-5-methyl-3-pyridinyl)-hexahydro-1H-pyrrolizine), Cl (HCl). The solvent is CCOCC (Et2O), CCOCC (Et2O). The product is Cl.FC1=C(C=C(C=N1)C12CCCN2CCC1)C (7a-(6-fluoro-5-methyl-3-pyridinyl)-hexahydro-1H-pyrrolizine hydrochloride salt). Yield: 69.0%. RXN SMILES: [F:1][C:2]1[N:7]=[CH:6][C:5]([C:8]23[CH2:15][CH2:14][CH2:13][N:12]2[CH2:11][CH2:10][CH2:9]3)=[CH:4][C:3]=1[CH3:16].[ClH:17]>CCOCC>[ClH:17].[F:1][C:2]1[N:7]=[CH:6][C:5]([C:8]23[CH2:15][CH2:14][CH2:13][N:12]2[CH2:11][CH2:10][CH2:9]3)=[CH:4][C:3]=1[CH3:16] |f:3.4|. Reported procedure: 7a-(6-Fluoro-5-methyl-3-pyridinyl)-hexahydro-1H-pyrrolizine (115 mg, 0.52 mmol, from step 18d) was dissolved in Et2O, and Et2O saturated with HCl (g) was added. The solvent was removed, and the solid was crystallized from MeOH/Et2O and dried to afford the title compound (white needles, 92 mg, 69%): mp 170-171° C.; 1H NMR (D2 O, 300 MHz) δ2.12-2.47 (m, 9H), 2.56-2.66 (m, 2H), 3.32-3.41 (m, 2H), 3.77-3.86 (m, 2H), 7.94 (m, 1H), 8.14 (m, 1H); MS (CI/NH3) m/z: 221 (M+H)+ ; MS (CI/NH3): m/z 221 (M+H+... Starting materials: S([O-])(O)=O.[NH4+] (ammonium bisulfite), S(=O)([O-])[O-] (sulfite), solution, S([O-])(O)(=O)=O.[NH4+] (ammonium bisulfate). Product: S(=O)(=O)([O-])[O-].[NH4+].[NH4+] (ammonium sulfate), S(=O)=O (sulfur dioxide). Reaction SMILES: [S:1](=[O:5])(=[O:4])([OH:3])[O-:2].[NH4+:6].[S:7](=O)([OH:9])[O-:8].[NH4+].S([O-])([O-])=O>>[S:1]([O-:5])([O-:4])(=[O:3])=[O:2].[NH4+:6].[NH4+:6].[S:7](=[O:9])=[O:8] |f:0.1,2.3,5.6.7|. Procedure details: reacting at least a portion of the solution obtained in step (a) with ammonium bisulfate, so as to decompose the ammonium bisulfite and sulfite and to obtain ammonium sulfate as an aqueous solution and gaseous sulfur dioxide; Starting materials: F[C@@H]1[C@@H]2C=3C=CC(=CC3C[C@H]([C@H]2[C@@H]2CCC([C@@]2(C)C1)=O)CCCCCCNC)O (11β-fluoro-3-hydroxy-7α-[6-(methyl-amino)-hexyl)-estra-1,3,5(10)-trien-17-one), FC(CCCCCCCCC1=C(S(=O)(=O)[O-])C=CC(=C1)C)(C(F)(F)F)F (9,9,10,10,10-pentafluoro-decyltosylate), C([O-])(O)=O.[Na+] (sodium bicarbonate). The solvent is CN(C=O)C (dimethylformamide). The product is F[C@@H]1[C@@H]2C=3C=CC(=CC3C[C@H]([C@H]2[C@@H]2CCC([C@@]2(C)C1)=O)CCCCCCN(CCCCCCCCC(C(F)(F)F)(F)F)C)O (11β-fluoro-3-hydroxy-7α-{6-[methyl-(9,9,10,10,10-pentafluoro-decyl)-amino]-hexyl}-estra-1,3,5(10)-trien-17-one). RXN SMILES: [F:1][C@H:2]1[CH2:19][C@@:17]2([CH3:18])[C@@H:13]([CH2:14][CH2:15][C:16]2=[O:20])[C@H:12]2[C@H:3]1[C:4]1[CH:5]=[CH:6][C:7]([OH:29])=[CH:8][C:9]=1[CH2:10][C@H:11]2[CH2:21][CH2:22][CH2:23][CH2:24][CH2:25][CH2:26][NH:27][CH3:28].[F:30][C:31]([F:55])([C:51]([F:54])([F:53])[F:52])[CH2:32][CH2:33][CH2:34][CH2:35][CH2:36][CH2:37][CH2:38]CC1C=C(C)C=CC=1S([O-])(=O)=O.[C:56](=O)(O)[O-].[Na+]>CN(C)C=O>[F:1][C@H:2]1[CH2:19][C@@:17]2([CH3:18])[C@@H:13]([CH2:14][CH2:15][C:16]2=[O:20])[C@H:12]2[C@H:3]1[C:4]1[CH:5]=[CH:6][C:7]([OH:29])=[CH:8][C:9]=1[CH2:10][C@H:11]2[CH2:21][CH2:22][CH2:23][CH2:24][CH2:25][CH2:26][N:27]([CH3:56])[CH2:28][CH2:38][CH2:37][CH2:36][CH2:35][CH2:34][CH2:33][CH2:32][C:31]([F:30])([F:55])[C:51]([F:52])([F:53])[F:54] |f:2.3|. Procedure details: A solution of 381 mg of 11β-fluoro-3-hydroxy-7α-[6-(methyl-amino)-hexyl)-estra-1,3,5(10)-trien-17-one in 5 ml of dimethylformamide is stirred with 180 mg of 9,9,10,10,10-pentafluoro-decyltosylate for 2 hours at a bath temperature of 100° C. Then, it is added to semi-saturated sodium bicarbonate solution, extracted three times with methylene chloride, dried on magnesium sulfate, concentrated by evaporation in a vacuum and chromatographed on silica gel with dichloromethane/methanol/triethylamine. ...